From a dataset of the Open Reaction Database (ORD), a public repository of structured organic reaction records. describe an organic reaction: reactants, conditions, products, and yield Starting materials: CCOC(=O)c1nn(-c2ccc(F)cc2)c2c1CN(C(C)=O)c1ccc([N+](=O)[O-])cc1-2, CC(=O)O. The product is CCOC(=O)c1nn(-c2ccc(F)cc2)c2c1CN(C(C)=O)c1ccc(N)cc1-2. Reaction SMILES: [C:1]([CH3:2])(=[O:3])[N:4]1[CH2:5][c:6]2[c:7]([n:17](-[c:25]3[cH:26][cH:27][c:28]([F:31])[cH:29][cH:30]3)[n:18][c:19]2[C:20](=[O:21])[O:22][CH2:23][CH3:24])-[c:8]2[cH:9][c:10]([N+:14]([O-:15])=[O:16])[cH:11][cH:12][c:13]21.[CH3:32][C:33](=[O:34])[OH:35]>>[C:1]([CH3:2])(=[O:3])[N:4]1[CH2:5][c:6]2[c:7]([n:17](-[c:25]3[cH:26][cH:27][c:28]([F:31])[cH:29][cH:30]3)[n:18][c:19]2[C:20](=[O:21])[O:22][CH2:23][CH3:24])-[c:8]2[cH:9][c:10]([NH2:14])[cH:11][cH:12][c:13]21. Reactants: [H-].[Al+3].[Li+].[H-].[H-].[H-] (Lithium aluminum hydride), COC=1C=C(C(=O)OC)C=C(C1)[N+](=O)[O-] (methyl 3-methoxy-5-nitrobenzoate), [H-].[H-].[H-].[H-].[Li+].[Al+3] (LAH). Run in CCOCC (Et2O). Run at time 8 hour. The product is COC=1C=C(C=C(C1)[N+](=O)[O-])CO ((3-methoxy-5-nitrophenyl)methanol). Yield: 67.9%. As a reaction SMILES: [H-].[Al+3].[Li+].[H-].[H-].[H-].[CH3:7][O:8][C:9]1[CH:10]=[C:11]([CH:16]=[C:17]([N+:19]([O-:21])=[O:20])[CH:18]=1)[C:12](OC)=[O:13]>CCOCC>[CH3:7][O:8][C:9]1[CH:10]=[C:11]([CH2:12][OH:13])[CH:16]=[C:17]([N+:19]([O-:21])=[O:20])[CH:18]=1 |f:0.1.2.3.4.5|. Procedure: Lithium aluminum hydride (0.1116 g, 2.94 mmol, 1.5 eq) was added to a stirred solution of methyl 3-methoxy-5-nitrobenzoate (0.408 g, 1.96 mmol, 1 eq) in 10 ml anhydrous Et2O at 0° C. under Ar. The reaction was stirred at 0° C. to room temperature overnight. Starting material was still present after stirring overnight. Additional LAH (0.1116 g, 2.94 mmol, 1.5 eq) was added. After 2 h the reaction was quenched with water. The reaction was diluted with saturated aqueous NaHCO3 and extracted with Et... The product is CC1(C)CCSc2ccc(C=C(Br)Br)cc21. Starting materials: BrC(Br)(Br)Br, CC1(C)CCSc2ccc(C=O)cc21, ClCCl, [Zn], c1ccc(P(c2ccccc2)c2ccccc2)cc1. RXN SMILES: [C:15]([Br:16])([Br:17])([Br:18])[Br:19].[CH3:1][C:2]1([CH3:14])[CH2:3][CH2:4][S:5][c:6]2[cH:7][cH:8][c:9]([CH:12]=[O:13])[cH:10][c:11]21.[Cl:40][CH2:41][Cl:42].[Zn:39].[c:20]1([P:21]([c:22]2[cH:23][cH:24][cH:25][cH:26][cH:27]2)[c:28]2[cH:29][cH:30][cH:31][cH:32][cH:33]2)[cH:34][cH:35][cH:36][cH:37][cH:38]1>>[CH3:1][C:2]1([CH3:14])[CH2:3][CH2:4][S:5][c:6]2[cH:7][cH:8][c:9]([CH:12]=[C:15]([Br:16])[Br:17])[cH:10][c:11]21. Reactants: COC1=C2CCC(C2=CC=C1)C(=O)O (4-methoxyindan-1-carboxylic acid), C(C)N1N=CC(=C1)CNC1=CC=C(C=C1)C(C)C ([(1-ethylpyrazol-4-yl)methyl](4-isopropylphenyl)amine). Product: C(C)N1N=CC(=C1)CN(C(=O)C1CCC2=C(C=CC=C12)OC)C1=CC=C(C=C1)C(C)C (N-[(1-ethylpyrazol-4-yl)methyl]-N-(4-isopropylphenyl)-4-methoxyindan-1-carboxamide). Yield: 61.9%. As a reaction SMILES: [CH3:1][O:2][C:3]1[CH:11]=[CH:10][CH:9]=[C:8]2[C:4]=1[CH2:5][CH2:6][CH:7]2[C:12]([OH:14])=O.[CH2:15]([N:17]1[CH:21]=[C:20]([CH2:22][NH:23][C:24]2[CH:29]=[CH:28][C:27]([CH:30]([CH3:32])[CH3:31])=[CH:26][CH:25]=2)[CH:19]=[N:18]1)[CH3:16]>>[CH2:15]([N:17]1[CH:21]=[C:20]([CH2:22][N:23]([C:24]2[CH:25]=[CH:26][C:27]([CH:30]([CH3:31])[CH3:32])=[CH:28][CH:29]=2)[C:12]([CH:7]2[C:8]3[C:4](=[C:3]([O:2][CH3:1])[CH:11]=[CH:10][CH:9]=3)[CH2:5][CH2:6]2)=[O:14])[CH:19]=[N:18]1)[CH3:16]. Procedure details: By the reaction and treatment in the same manner as in Example 12 using 4-methoxyindan-1-carboxylic acid (0.29 g) and [(1-ethylpyrazol-4-yl)methyl](4-isopropylphenyl)amine (0.37 g) as starting materials, N-[(1-ethylpyrazol-4-yl)methyl]-N-(4-isopropylphenyl)-4-methoxyindan-1-carboxamide (0.39 g) was obtained. The reactants are Cl.Cl.N[C@H](CO)CN(C1=CC=CC=C1)C(C)C ((S)-2-amino-3-(isopropyl-phenyl-amino)-propan-1-ol dihydrochloride), N#CBr (cyanogen bromide). The product is C(C)(C)N(C1=CC=CC=C1)C[C@@H]1N=C(OC1)N ((S)-4-[(isopropyl-phenyl-amino)-methyl]-4,5-dihydro-oxazol-2-ylamine). Reaction SMILES: Cl.Cl.[NH2:3][C@@H:4]([CH2:7][N:8]([CH:15]([CH3:17])[CH3:16])[C:9]1[CH:14]=[CH:13][CH:12]=[CH:11][CH:10]=1)[CH2:5][OH:6].[N:18]#[C:19]Br>>[CH:15]([N:8]([CH2:7][C@H:4]1[CH2:5][O:6][C:19]([NH2:18])=[N:3]1)[C:9]1[CH:14]=[CH:13][CH:12]=[CH:11][CH:10]=1)([CH3:17])[CH3:16] |f:0.1.2|. Procedure: In analogy to example 1.d (S)-2-amino-3-(isopropyl-phenyl-amino)-propan-1-ol dihydrochloride was reacted with cyanogen bromide to give (S)-4-[(isopropyl-phenyl-amino)-methyl]-4,5-dihydro-oxazol-2-ylamine as light yellow amorphous solid. MS (ISP): 234.3 ([M+H]+) Reactants: CS(=O)(=O)OCC1=NOC(=C1)C1=NC=CC=N1 (2-(3-methanesulfonyloxymethyl-isoxazol-5-yl)-pyrimidine), [Br-].[Li+] (lithium bromide), O (water). Run in CC(=O)C (acetone). Run at temperature 30 celsius, time 2 hour. The product is BrCC1=NOC(=C1)C1=NC=CC=N1 (2-(3-Bromomethyl-isoxazol-5-yl)-pyrimidine). Reaction SMILES: CS(O[CH2:6][C:7]1[CH:11]=[C:10]([C:12]2[N:17]=[CH:16][CH:15]=[CH:14][N:13]=2)[O:9][N:8]=1)(=O)=O.[Br-:18].[Li+].O>CC(C)=O>[Br:18][CH2:6][C:7]1[CH:11]=[C:10]([C:12]2[N:17]=[CH:16][CH:15]=[CH:14][N:13]=2)[O:9][N:8]=1 |f:1.2|. Procedure details: A mixture of 2-(3-methanesulfonyloxymethyl-isoxazol-5-yl)-pyrimidine (19 gm), lithium bromide (13 gm) in acetone (190 ml) was stirred at 30° C. temperature over a period of 2 h. The reaction was monitored by TLC. The reaction mixture was evaporated under vacuum to provide a crude mass which upon stirring with water (150 ml) provided suspension. Filtration of suspension under suction afforded the title compound in 15.2 gm quantity (75.3%) as a solid.